This data is from the Open Reaction Database (ORD), a public repository of structured organic reaction records. The task is: describe an organic reaction: reactants, conditions, products, and yield Reactants: o-phthalaldehydic acid methyl ester, NC1=CC=C(C=C1)CC(=O)O (p-aminophenylacetic acid), CO (methanol), B.[K] (potassium boron hydride), O (water). Solvent: C(C)(=O)O (acetic acid). Product: O=C1N(CC2=CC=CC=C12)C1=CC=C(C=C1)CC(=O)O (1-oxo-2-{p-(carboxymethyl)-phenyl}-isoindoline). RXN SMILES: [NH2:1][C:2]1[CH:7]=[CH:6][C:5]([CH2:8][C:9]([OH:11])=[O:10])=[CH:4][CH:3]=1.[CH3:12][OH:13].B.[K].O>C(O)(=O)C>[O:13]=[C:12]1[C:6]2[C:5](=[CH:4][CH:3]=[CH:2][CH:7]=2)[CH2:8][N:1]1[C:2]1[CH:3]=[CH:4][C:5]([CH2:8][C:9]([OH:11])=[O:10])=[CH:6][CH:7]=1 |f:2.3,^1:14|. Procedure: 1.64 g of o-phthalaldehydic acid methyl ester and 1.5 g of p-aminophenylacetic acid were added to 30 ml of methanol to form a mixture which was agitated at room temperature for one hour and incorporated with 0.54 g of potassium boron hydride in several portions. The whole was reacted at room temperature for 15 hours and freed from the solvent by distillation at a reduced pressure to obtain a residue. The thus obtained residue was incorporated with 50 ml of water and then with a small amount of a... The reactants are BrCCBr (1,2-dibromoethane), BrC1=CC=C(C=C1)Br (1,4-dibromobenzene), resultant solution, ice, [Cl-].[NH4+] (ammonium chloride), BrC1=CC=C(C=C1)Br (1,4-dibromobenzene), FC1=CC2=C(C(=NO2)CCCN2CCC(CC2)=O)C=C1 (1-[3-(6-fluoro-1,2-benzisoxazol-3-yl)propyl]-4-piperidone). The reagents and catalysts are solution. Run in C(C)OCC (ethyl ether), C(C)OCC (ethyl ether), O1CCCC1 (tetrahydrofuran). Yields the product BrC1=CC=C(C=C1)C1(CCN(CC1)CCCC1=NOC2=C1C=CC(=C2)F)O (4-(4-Bromophenyl)-1-[3-(6-fluoro-1,2-benzisoxazol-3-yl)propyl]-4-hydroxypiperidine). Yield: 40.1%. RXN SMILES: BrCCBr.Br[C:6]1[CH:11]=[CH:10][C:9]([Br:12])=[CH:8][CH:7]=1.[F:13][C:14]1[CH:32]=[CH:31][C:17]2[C:18]([CH2:21][CH2:22][CH2:23][N:24]3[CH2:29][CH2:28][C:27](=[O:30])[CH2:26][CH2:25]3)=[N:19][O:20][C:16]=2[CH:15]=1.[Cl-].[NH4+]>C(OCC)C.O1CCCC1>[Br:12][C:9]1[CH:10]=[CH:11][C:6]([C:27]2([OH:30])[CH2:26][CH2:25][N:24]([CH2:23][CH2:22][CH2:21][C:18]3[C:17]4[CH:31]=[CH:32][C:14]([F:13])=[CH:15][C:16]=4[O:20][N:19]=3)[CH2:29][CH2:28]2)=[CH:7][CH:8]=1 |f:3.4|. Reported procedure: To 25 ml of ethyl ether was added 1.0 g of magnenesium turnings, 0.5 ml of 1,2-dibromoethane and a few drops of a solution of 9.4 g of 1,4-dibromobenzene in 50 ml of ethyl ether. The reaction was initiated with heat and maintained by the addition of the solution of 1,4-dibromobenzene. The resultant solution was stirred at ambient temperature for fifteen mins and then a solution of 7.0 g of 1-[3-(6-fluoro-1,2-benzisoxazol-3-yl)propyl]-4-piperidone in 50 ml of tetrahydrofuran was added with vigoro... Reactants: Cc1cc(C(F)(F)F)nn1CC(=O)N1CCC(c2nc(C(=O)O)cs2)CC1, CN(C)C=O, O=C(Cl)C(=O)Cl, ClCCl. Yields the product Cc1cc(C(F)(F)F)nn1CC(=O)N1CCC(c2nc(C(=O)Cl)cs2)CC1. As a reaction SMILES: [CH3:1][c:2]1[cH:3][c:4]([C:24]([F:25])([F:26])[F:27])[n:5][n:6]1[CH2:7][C:8](=[O:9])[N:10]1[CH2:11][CH2:12][CH:13]([c:16]2[s:17][cH:18][c:19]([C:21](=[O:22])[OH:23])[n:20]2)[CH2:14][CH2:15]1.[CH3:28][N:29]([CH3:30])[CH:31]=[O:32].[Cl:33][C:34]([C:35]([Cl:36])=[O:37])=[O:38].[Cl:39][CH2:40][Cl:41]>>[CH3:1][c:2]1[cH:3][c:4]([C:24]([F:25])([F:26])[F:27])[n:5][n:6]1[CH2:7][C:8](=[O:9])[N:10]1[CH2:11][CH2:12][CH:13]([c:16]2[s:17][cH:18][c:19]([C:21](=[O:22])[Cl:33])[n:20]2)[CH2:14][CH2:15]1. Reactants: ClC1=NC(=NC(=N1)C)N (4-chloro-6-methyl-1,3,5-triazin-2-amine), ClC=1C=C(C(=NC1)F)B(O)O (5-chloro-2-fluoropyridin-3-ylboronic acid), C(C)(=O)[O-].[K+] (potassium acetate). Conditions: temperature 100 celsius. Isolated yield 56.3%. As a reaction SMILES: Cl[C:2]1[N:7]=[C:6]([CH3:8])[N:5]=[C:4]([NH2:9])[N:3]=1.[Cl:10][C:11]1[CH:12]=[C:13](B(O)O)[C:14]([F:17])=[N:15][CH:16]=1.C([O-])(=O)C.[K+]>CCO.O>[Cl:10][C:11]1[CH:12]=[C:13]([C:2]2[N:7]=[C:6]([CH3:8])[N:5]=[C:4]([NH2:9])[N:3]=2)[C:14]([F:17])=[N:15][CH:16]=1 |f:2.3|. The solvent is CCO (EtOH), O (water). The product is ClC=1C=C(C(=NC1)F)C1=NC(=NC(=N1)C)N (4-(5-chloro-2-fluoropyridin-3-yl)-6-methyl-1,3,5-triazin-2-amine). Procedure: To a 20 mL microwave reaction tube was added 4-chloro-6-methyl-1,3,5-triazin-2-amine (Example 9, 1.00 g, 6.94 mmol), 5-chloro-2-fluoropyridin-3-ylboronic acid (Combi-Blocks, 1.62 g, 9.22 mmol), potassium acetate (Aldrich, 2.07 g, 21.1 mmol) and Am-Phos (Aldrich, 0.247 g, 0.349 mmol) in EtOH (12 mL) and water (1.2 mL). The mixture was degassed by bubbling argon through for 5 min. The tube was heated in an microwave reactor (Biotage) at 100° C. for 20 min. The reaction mixture was partitioned betw... Starting materials: NC1=C(C#N)C(=CC=C1)O[C@H]1[C@@H](CC[C@H](C1)C)C(C)C (2-amino-6-(((1R,2S,5R)-2-isopropyl-5-methylcyclohexyl)oxy)benzonitrile), O=C(CC(=O)OCC)C (ethyl 3-oxobutanoate). Yields the product NC1=C(C(=NC2=CC=CC(=C12)O[C@H]1[C@@H](CC[C@H](C1)C)C(C)C)C)C(=O)OCC (ethyl 4-amino-5-(((1R,2S,5R)-2-isopropyl-5-methylcyclohexyl)oxy)-2-methylquinoline-3-carboxylate). RXN SMILES: [NH2:1][C:2]1[CH:9]=[CH:8][CH:7]=[C:6]([O:10][C@@H:11]2[CH2:16][C@H:15]([CH3:17])[CH2:14][CH2:13][C@H:12]2[CH:18]([CH3:20])[CH3:19])[C:3]=1[C:4]#[N:5].O=[C:22]([CH3:29])[CH2:23][C:24]([O:26][CH2:27][CH3:28])=[O:25]>>[NH2:5][C:4]1[C:3]2[C:2](=[CH:9][CH:8]=[CH:7][C:6]=2[O:10][C@@H:11]2[CH2:16][C@H:15]([CH3:17])[CH2:14][CH2:13][C@H:12]2[CH:18]([CH3:20])[CH3:19])[N:1]=[C:22]([CH3:29])[C:23]=1[C:24]([O:26][CH2:27][CH3:28])=[O:25]. Procedure details: Prepared as in Example 2a from 2-amino-6-(((1R,2S,5R)-2-isopropyl-5-methylcyclohexyl)oxy)benzonitrile (Example 122b) and ethyl 3-oxobutanoate as a pale yellow solid (43%). MS 385 (MH+). Starting materials: C(C(CO)(CO)N)O.Cl (Tris-HCl), [Mg+2].[Cl-].[Cl-] (MgCl2), P(O)(=O)(OP(=O)(O)OP(=O)(O)O)OC[C@@H]1[C@H]([C@H]([C@@H](O1)N1C=NC=2C(N)=NC=NC12)O)O (ATP), 6-(9-oxo-9H-acridin-10yl) hexanoate, C(C(CO)(CO)N)O.Cl (Tris-HCl), [Mg+2].[Cl-].[Cl-] (MgCl2), C(COCCOCCN(CC(=O)O)CC(=O)O)N(CC(=O)O)CC(=O)O (EGTA), SC[C@@H](O)[C@H](O)CS (dithiothreitol), CCCCCCCCCCCCOCCO (Brij 35), 100, Peptide. The solvent is mixture. Product: N[C@@H](CC1=CC=C(C=C1)O)C(=O)O (Tyrosine). As a reaction SMILES: C(O)[C:2]([NH2:7])([CH2:5]O)[CH2:3][OH:4].Cl.[Mg+2].[Cl-].[Cl-].P(OC[C@H]1O[C@@H](N2C3N=CN=C(N)C=3N=C2)[C@H](O)[C@@H]1O)(OP(OP(O)(O)=O)(O)=O)(=O)[OH:14].C(N(CC(O)=O)CC(O)=O)COCCOCCN(CC(O)=O)CC(O)=O.SC[C@H]([C@@H](CS)O)O.CCCCCC[CH2:84][CH2:85][CH2:86][CH2:87][CH2:88][CH2:89][O:90]CCO>>[NH2:7][C@H:2]([C:3]([OH:4])=[O:14])[CH2:5][C:86]1[CH:85]=[CH:84][C:89]([OH:90])=[CH:88][CH:87]=1 |f:0.1,2.3.4|. Procedure details: An Abl reaction mixture was prepared by mixing 1 ml of reaction buffer (50 mM Tris-HCl, 10 mM MgCl2 1 mM EGTA 2 mM dithiothreitol (pH 7.5 at 25° C.)), 10 μl of 10 mM ATP, 2 μl of 6-(9-oxo-9H-acridin-10yl) hexanoate-labelled Abl Peptide substrate (non-phosphorylated) (500 μM in DMSO). 100 μl of this mixture was placed into the wells of a black flat bottomed microtitre plate. The reaction was initiated by the addition of 10 μl of Abl kinase (New England Biolabs, Code P6050L Lot 5), (100,000 units/... Reactants: C(C)C1CC(NN=C1C1=CC2=C(N=C(O2)C2=CC=C(C=C2)O)C=C1)=O (5-ethyl-6-[2-(4-hydroxy-phenyl)-benzoxazol-6-yl]-4,5-dihydro-2H-pyridazin-3-one), C1=CC=C(C=C1)COC(=O)/N=N/C(=O)OCC2=CC=CC=C2 (DBAD), C(C)N(CCO)C(C)C (2-(ethyl-isopropyl-amino)-ethanol), C1(=CC=CC=C1)P(C1=CC=CC=C1)C1=CC=CC=C1 (triphenylphosphine). Solvent: CC(OCC)=O (EA), C1CCOC1 (THF). Conditions: time 8 hour. Product: C(C)C1CC(NN=C1C1=CC2=C(N=C(O2)C2=CC=C(C=C2)OCCN(C(C)C)CC)C=C1)=O (5-ethyl-6-(2-{4-[2-(ethyl-isopropyl-amino)-ethoxy]-phenyl}-benzoxazol-6-yl)-4,5-dihydro-2H-pyridazin-3-one). As a reaction SMILES: [CH2:1]([CH:3]1[C:8]([C:9]2[CH:24]=[CH:23][C:12]3[N:13]=[C:14]([C:16]4[CH:21]=[CH:20][C:19]([OH:22])=[CH:18][CH:17]=4)[O:15][C:11]=3[CH:10]=2)=[N:7][NH:6][C:5](=[O:25])[CH2:4]1)[CH3:2].[CH2:26]([N:28]([CH:32]([CH3:34])[CH3:33])[CH2:29][CH2:30]O)[CH3:27].C1(P(C2C=CC=CC=2)C2C=CC=CC=2)C=CC=CC=1.C1C=CC(COC(/N=N/C(OCC2C=CC=CC=2)=O)=O)=CC=1>CC(=O)OCC.C1COCC1>[CH2:1]([CH:3]1[C:8]([C:9]2[CH:24]=[CH:23][C:12]3[N:13]=[C:14]([C:16]4[CH:21]=[CH:20][C:19]([O:22][CH2:27][CH2:26][N:28]([CH2:29][CH3:30])[CH:32]([CH3:34])[CH3:33])=[CH:18][CH:17]=4)[O:15][C:11]=3[CH:10]=2)=[N:7][NH:6][C:5](=[O:25])[CH2:4]1)[CH3:2]. Procedure details: 40 mg (119 μmol) 5-ethyl-6-[2-(4-hydroxy-phenyl)-benzoxazol-6-yl]-4,5-dihydro-2H-pyridazin-3-one, 31 mg (238 μmol) 2-(ethyl-isopropyl-amino)-ethanol, 66 mg (251 μmol) triphenylphosphine and 5 ml THF are placed under protective gas. At 0° C., 58 mg (251 μmol) of DBAD are added and then the mixture is stirred overnight at RT. Then it is diluted with EA and extracted with 10% sodium carbonate solution. The organic phase is stirred with 15 mL of 4N HCl for 5 min and then extracted twice with diethyl... Reactants: CN(C)c1ccncc1, O=C=Nc1ccc(F)cc1, CC(C)(C)OC(=O)N1CC(Nc2nc(-c3ccc(N)cc3)nc(N3CCOCC3)n2)C1. Yields the product CC(C)(C)OC(=O)N1CC(Nc2nc(-c3ccc(NC(=O)Nc4ccc(F)cc4)cc3)nc(N3CCOCC3)n2)C1. As a reaction SMILES: [CH3:42][N:43]([c:44]1[cH:45][cH:46][n:47][cH:48][cH:49]1)[CH3:50].[F:32][c:33]1[cH:34][cH:35][c:36]([N:39]=[C:40]=[O:41])[cH:37][cH:38]1.[NH2:1][c:2]1[cH:3][cH:4][c:5](-[c:8]2[n:9][c:10]([NH:20][CH:21]3[CH2:22][N:23]([C:25](=[O:26])[O:27][C:28]([CH3:29])([CH3:30])[CH3:31])[CH2:24]3)[n:11][c:12]([N:14]3[CH2:15][CH2:16][O:17][CH2:18][CH2:19]3)[n:13]2)[cH:6][cH:7]1>>[NH:1]([c:2]1[cH:3][cH:4][c:5](-[c:8]2[n:9][c:10]([NH:20][CH:21]3[CH2:22][N:23]([C:25](=[O:26])[O:27][C:28]([CH3:29])([CH3:30])[CH3:31])[CH2:24]3)[n:11][c:12]([N:14]3[CH2:15][CH2:16][O:17][CH2:18][CH2:19]3)[n:13]2)[cH:6][cH:7]1)[C:40]([NH:39][c:36]1[cH:35][cH:34][c:33]([F:32])[cH:38][cH:37]1)=[O:41]. Starting materials: C(=O)(OC(C)(C)C)N1CC(C(CC1)=O)(C)C (1-Boc-3,3-dimethylpiperidin-4-one), [BH4-].[Na+] (sodium borohydride), [Cl-].[NH4+] (ammonium chloride). Solvent: CO (methanol). Reaction conditions: time 1 hour. The product is C(=O)(OC(C)(C)C)N1CC(C(CC1)O)(C)C (1-Boc-3,3-dimethylpiperidin-4-ol). Yield: 95.5%. As a reaction SMILES: [C:1]([N:8]1[CH2:13][CH2:12][C:11](=[O:14])[C:10]([CH3:16])([CH3:15])[CH2:9]1)([O:3][C:4]([CH3:7])([CH3:6])[CH3:5])=[O:2].[BH4-].[Na+].[Cl-].[NH4+]>CO>[C:1]([N:8]1[CH2:13][CH2:12][CH:11]([OH:14])[C:10]([CH3:16])([CH3:15])[CH2:9]1)([O:3][C:4]([CH3:7])([CH3:6])[CH3:5])=[O:2] |f:1.2,3.4|. Procedure details: To a stirring solution of 1-Boc-3,3-dimethylpiperidin-4-one (0.48 g, 2.1 mmol) in methanol (20 mL) at 0° C., was added sodium borohydride (0.096 g, 2.5 mmol). After 1 h, satd aq ammonium chloride (1 mL) was added and the solution was concentrated in vacuo. The residue was flushed through a pad of silica gel, eluting with ethyl acetate and the filtrate was concentrated in vacuo to give 0.46 g (96%) of a clear colorless oil.